Dataset: the Open Reaction Database (ORD), a public repository of structured organic reaction records. Task: describe an organic reaction: reactants, conditions, products, and yield The product is Cl.C(C1=CC=CC=C1)C=1NN(C2=C(N1)C=NC=C2)C(C=CC2=CC=CC=C2)=O (3-benzyl-1-cinnamoyl-1,2-dihydropyrido[3,4-e]-as-triazine hydrochloride). Yield: 78.0%. Procedure details: 3-Benzyl-1,2-dihydropyrido[3,4-e]-as-triazine hydrochloride is reacted with cinnamoyl chloride as described in Example 1 to obtain 3-benzyl-1-cinnamoyl-1,2-dihydropyrido[3,4-e]-as-triazine hydrochloride with a yield of 78%; m.p.: 228° C. Reactants: Cl.C(C1=CC=CC=C1)C=1NNC2=C(N1)C=NC=C2 (3-Benzyl-1,2-dihydropyrido[3,4-e]-as-triazine hydrochloride), C(C=CC1=CC=CC=C1)(=O)Cl (cinnamoyl chloride). RXN SMILES: Cl.[CH2:2]([C:9]1[NH:10][NH:11][C:12]2[CH:18]=[CH:17][N:16]=[CH:15][C:13]=2[N:14]=1)[C:3]1[CH:8]=[CH:7][CH:6]=[CH:5][CH:4]=1.[C:19]([Cl:29])(=[O:28])[CH:20]=[CH:21][C:22]1[CH:27]=[CH:26][CH:25]=[CH:24][CH:23]=1>>[ClH:29].[CH2:2]([C:9]1[NH:10][N:11]([C:19](=[O:28])[CH:20]=[CH:21][C:22]2[CH:27]=[CH:26][CH:25]=[CH:24][CH:23]=2)[C:12]2[CH:18]=[CH:17][N:16]=[CH:15][C:13]=2[N:14]=1)[C:3]1[CH:4]=[CH:5][CH:6]=[CH:7][CH:8]=1 |f:0.1,3.4|. Reactants: B, C1CCOC1, COC1CC(C(=O)O)N(C(=O)OCc2ccccc2)C1, C1CCOC1. The product is COC1CC(CO)N(C(=O)OCc2ccccc2)C1. Reaction SMILES: [BH3:6].[CH2:27]1[O:28][CH2:29][CH2:30][CH2:31]1.[CH2:7]([c:8]1[cH:9][cH:10][cH:11][cH:12][cH:13]1)[O:14][C:15](=[O:16])[N:17]1[CH:18]([C:24](=[O:25])[OH:26])[CH2:19][CH:20]([O:22][CH3:23])[CH2:21]1.[O:1]1[CH2:2][CH2:3][CH2:4][CH2:5]1>>[CH2:7]([c:8]1[cH:9][cH:10][cH:11][cH:12][cH:13]1)[O:14][C:15](=[O:16])[N:17]1[CH:18]([CH2:24][OH:25])[CH2:19][CH:20]([O:22][CH3:23])[CH2:21]1. Reactants: CC=1C=CC(=NC1)C=1C=C(C(=O)OC)C=C(C1)B1OC(C(O1)(C)C)(C)C (methyl 3-(5-methylpyridin-2-yl)-5-(4,4,5,5-tetramethyl-1,3,2-dioxaborolan-2-yl)benzoate), BrC1=C(C(=CC=C1)F)F (1-bromo-2,3-difluorobenzene), C([O-])([O-])=O.[Cs+].[Cs+] (cesium carbonate), O (water). The reagents and catalysts are [I-].C(CCC)[N+](CCCC)(CCCC)CCCC (tetra-n-butylammonium iodide). The solvent is CN(C=O)C (N,N-dimethylformamide). The product is FC1=C(C=CC=C1F)C1=CC(=CC(=C1)C1=NC=C(C=C1)C)C(=O)OC (Methyl 2′,3′-difluoro-5-(5-methylpyridin-2-yl)biphenyl-3-carboxylate). Reaction SMILES: [CH3:1][C:2]1[CH:3]=[CH:4][C:5]([C:8]2[CH:9]=[C:10]([CH:15]=[C:16](B3OC(C)(C)C(C)(C)O3)[CH:17]=2)[C:11]([O:13][CH3:14])=[O:12])=[N:6][CH:7]=1.Br[C:28]1[CH:33]=[CH:32][CH:31]=[C:30]([F:34])[C:29]=1[F:35].C(=O)([O-])[O-].[Cs+].[Cs+].O>[I-].C([N+](CCCC)(CCCC)CCCC)CCC.CN(C)C=O>[F:34][C:30]1[C:29]([F:35])=[CH:28][CH:33]=[CH:32][C:31]=1[C:16]1[CH:17]=[C:8]([C:5]2[CH:4]=[CH:3][C:2]([CH3:1])=[CH:7][N:6]=2)[CH:9]=[C:10]([C:11]([O:13][CH3:14])=[O:12])[CH:15]=1 |f:2.3.4,6.7|. Procedure details: Into a 5 mL microwave vial were charged with methyl 3-(5-methylpyridin-2-yl)-5-(4,4,5,5-tetramethyl-1,3,2-dioxaborolan-2-yl)benzoate (250 mg, 0.71 mmol), 1-bromo-2,3-difluorobenzene (273 mg, 1.42 mmol), cesium carbonate (1.15 g, 3.54 mmol), tetra-n-butylammonium iodide (261 mg, 0.71 mmol), POPd (35 mg, 0.071 mmol), water (0.5 mL) and N,N-dimethylformamide (3 mL). The reaction mixture was subjected to microwave irradiation at 150° C. for 10 mins. After cooling, the reaction mixture was extracted ... The reactants are BrC1=C(C=C(C=C1)C(=O)N1CCN(CC1)C1=NC=C(C=C1C)C)F ((4-bromo-3-fluorophenyl)[4-(3,5-dimethylpyridin-2-yl)piperazin-1-yl]methanone), C(C)(=O)N1C(NCC1)=O (1-acetylimidazolidin-2-one). Product: CC=1C(=NC=C(C1)C)N1CCN(CC1)C(=O)C1=CC(=C(C=C1)N1C(N(CC1)C)=O)F (1-{4-[4-(3,5-dimethylpyridin-2-yl)piperazine-1-carbonyl]-2-fluorophenyl}-3-methylimidazolidin-2-one). The yield is 72.5%. As a reaction SMILES: Br[C:2]1[CH:7]=[CH:6][C:5]([C:8]([N:10]2[CH2:15][CH2:14][N:13]([C:16]3[C:21]([CH3:22])=[CH:20][C:19]([CH3:23])=[CH:18][N:17]=3)[CH2:12][CH2:11]2)=[O:9])=[CH:4][C:3]=1[F:24].[C:25]([N:28]1[CH2:32][CH2:31][NH:30][C:29]1=[O:33])(=O)C>>[CH3:22][C:21]1[C:16]([N:13]2[CH2:14][CH2:15][N:10]([C:8]([C:5]3[CH:6]=[CH:7][C:2]([N:30]4[CH2:31][CH2:32][N:28]([CH3:25])[C:29]4=[O:33])=[C:3]([F:24])[CH:4]=3)=[O:9])[CH2:11][CH2:12]2)=[N:17][CH:18]=[C:19]([CH3:23])[CH:20]=1. Reported procedure: Using (4-bromo-3-fluorophenyl)[4-(3,5-dimethylpyridin-2-yl)piperazin-1-yl]methanone (839 mg) described in Preparation Example 125 and 1-acetylimidazolidin-2-one (329 mg) and by the reaction and treatment in the same manner as in Example 1, the title compound (638 mg) was obtained. The reactants are ClC=1C=CC(=C(C(=O)N[C@@H]2[C@H](CCC2)NC2=NC=C(C=C2)C(F)(F)F)C1)N1N=CC=N1 (5-Chloro-2-(2H-1,2,3-triazol-2-yl)-N-[(1S,2S)-2-{[5-(trifluoromethyl)pyridin-2-yl]amino}cyclopentyl]benzamide), N1(N=CC=C1)C=1C(=NC=CC1)C(=O)O (3-(1H-pyrazol-1-yl)pyridine-2-carboxylic acid), Cl.FC(C=1C=CC(=NC1)N[C@@H]1[C@H](CCC1)N)(F)F ((1S,2S)-1-N-[5-(trifluoromethyl)pyridin-2-yl]cyclopentane-1,2-diamine hydrochloride), Cl.FC(C=1C=CC(=NC1)N[C@@H]1[C@H](CCC1)N)(F)F ((1S,2S)-1-N-[5-(trifluoromethyl)pyridin-2-yl]cyclopentane-1,2-diamine hydrochloride). Yields the product N1(N=CC=C1)C=1C(=NC=CC1)C(=O)N[C@@H]1[C@H](CCC1)NC1=NC=C(C=C1)C(F)(F)F (3-(1H-Pyrazol-1-yl)-N-[(1S,2S)-2-{[5-(trifluoromethyl)pyridin-2-yl]amino}cyclopentyl]pyridine-2-carboxamide). Reaction SMILES: ClC1C=CC(N2N=CC=N2)=C(C=1)[C:7]([NH:9][C@H:10]1[CH2:14][CH2:13][CH2:12][C@@H:11]1[NH:15][C:16]1[CH:21]=[CH:20][C:19]([C:22]([F:25])([F:24])[F:23])=[CH:18][N:17]=1)=[O:8].Cl.FC(F)(F)C1C=CC(N[C@H]2CCC[C@@H]2N)=NC=1.[N:50]1([C:55]2[C:56](C(O)=O)=[N:57][CH:58]=[CH:59][CH:60]=2)[CH:54]=[CH:53][CH:52]=[N:51]1>>[N:50]1([C:55]2[C:56]([C:7]([NH:9][C@H:10]3[CH2:14][CH2:13][CH2:12][C@@H:11]3[NH:15][C:16]3[CH:21]=[CH:20][C:19]([C:22]([F:25])([F:23])[F:24])=[CH:18][N:17]=3)=[O:8])=[N:57][CH:58]=[CH:59][CH:60]=2)[CH:54]=[CH:53][CH:52]=[N:51]1 |f:1.2|. Reported procedure: Prepared according to the procedure for 5-chloro-2-(2H-1,2,3-triazol-2-yl)-N-[(1S,2S)-2-{[5-(trifluoromethyl)pyridin-2-yl]amino}cyclopentyl]benzamide (Example 97) from (1S,2S)-1-N-[5-(trifluoromethyl)pyridin-2-yl]cyclopentane-1,2-diamine hydrochloride (Intermediate 1; 50 mg, 0.20 mmol) and 3-(1H-pyrazol-1-yl)pyridine-2-carboxylic acid (CAS number 1521232-19-8; 38 mg, 0.20 mmol) to afford the title compound. The reactants are Cl (HCl), C(=O)([O-])[O-].[K+].[K+] (K2CO3), ClC1=CC=CC(=N1)NC(C(C)(C)C)=O (N-(6-chloropyridin-2-yl)pivalamide), [Li]CCCC (n-BuLi), CN(C)C=O (DMF). Solvent: C1CCOC1 (THF). Reaction conditions: temperature -20 celsius, time 3 hour. The product is ClC1=CC=C(C(=N1)NC(C(C)(C)C)=O)C=O (N-(6-chloro-3-formylpyridin-2-yl)pivalamide). Isolated yield 58.9%. As a reaction SMILES: [Cl:1][C:2]1[N:7]=[C:6]([NH:8][C:9](=[O:14])[C:10]([CH3:13])([CH3:12])[CH3:11])[CH:5]=[CH:4][CH:3]=1.[Li]CCCC.CN([CH:23]=[O:24])C.Cl.C([O-])([O-])=O.[K+].[K+]>C1COCC1>[Cl:1][C:2]1[N:7]=[C:6]([NH:8][C:9](=[O:14])[C:10]([CH3:11])([CH3:13])[CH3:12])[C:5]([CH:23]=[O:24])=[CH:4][CH:3]=1 |f:4.5.6|. Reported procedure: A solution of intermediate 5 (19.28 g, 90.6 mmol) in THF (181 mL) was treated with n-BuLi (108.8 mL, 272 mmol) and the resulting mixture was stirred at −20° C. for 3 h. After addition of DMF (20.81 mL, 271.86 mmol), the reaction was allowed to warm to rt. The reaction was poured into cold 6N HCl and stirred for 15 min. The mixture was then neutralized with anhydrous K2CO3 to pH=7 and extracted with Et2O. The combined organic layers were washed with water, brine, dried over anhydrous Na2SO4, conc... The reactants are BrC=1C=CC(=C(C1)C1C(CCC1=O)=O)CC (2-(5-bromo-2-ethylphenyl)cyclopentane-1,3-dione), ClC=1C=C(C=CC1Cl)O (3,4-dichlorophenol), C([O-])([O-])=O.[Cs+].[Cs+] (cesium carbonate). The reagents and catalysts are [O-]S(=O)(=O)C(F)(F)F.[Cu+2].[O-]S(=O)(=O)C(F)(F)F (copper triflate). Run in C1(=CC=CC=C1)C (toluene). Run at temperature 160 celsius. The product is ClC=1C=C(OC=2C=CC(=C(C2)C2C(CCC2=O)=O)CC)C=CC1Cl (2-[5-(3,4-dichlorophenoxy)-2-ethylphenyl]cyclopentane-1,3-dione). As a reaction SMILES: Br[C:2]1[CH:3]=[CH:4][C:5]([CH2:15][CH3:16])=[C:6]([CH:8]2[C:12](=[O:13])[CH2:11][CH2:10][C:9]2=[O:14])[CH:7]=1.[Cl:17][C:18]1[CH:19]=[C:20]([OH:25])[CH:21]=[CH:22][C:23]=1[Cl:24].C(=O)([O-])[O-].[Cs+].[Cs+]>[O-]S(C(F)(F)F)(=O)=O.[Cu+2].[O-]S(C(F)(F)F)(=O)=O.C1(C)C=CC=CC=1>[Cl:17][C:18]1[CH:19]=[C:20]([CH:21]=[CH:22][C:23]=1[Cl:24])[O:25][C:2]1[CH:3]=[CH:4][C:5]([CH2:15][CH3:16])=[C:6]([CH:8]2[C:12](=[O:13])[CH2:11][CH2:10][C:9]2=[O:14])[CH:7]=1 |f:2.3.4,5.6.7|. Procedure: To a mixture of 2-(5-bromo-2-ethylphenyl)cyclopentane-1,3-dione (0.200 g, 0.71 mmol), 3,4-dichlorophenol (0.577 g, 3.56 mmol), cesium carbonate (0.502 g, 1.42 mmol), copper triflate (13 mg, 0.04 mmol) and activated (powdered) 5 Å molecular sieves (0.400 g) is added anhydrous toluene (2.5 ml). The reaction mixture is purged with nitrogen then heated at 160° C. for 1 hour under microwave irradiation. After cooling to room temperature dichloromethane is added and mixture is quenched with 2M aqueous...